This data is from the Open Reaction Database (ORD), a public repository of structured organic reaction records. The task is: describe an organic reaction: reactants, conditions, products, and yield Reactants: O=C([O-])[O-], C1CCNCC1, CN(C)C=O, OCc1ccc(OCCCCl)cc1, [K+], [K+], O. As a reaction SMILES: [C:14](=[O:15])([O-:16])[O-:17].[CH2:20]1[CH2:21][CH2:22][NH:23][CH2:24][CH2:25]1.[CH3:26][N:27]([CH3:28])[CH:29]=[O:30].[Cl:1][CH2:2][CH2:3][CH2:4][O:5][c:6]1[cH:7][cH:8][c:9]([CH2:10][OH:11])[cH:12][cH:13]1.[K+:18].[K+:19].[OH2:31]>>[CH2:2]([CH2:3][CH2:4][O:5][c:6]1[cH:7][cH:8][c:9]([CH2:10][OH:11])[cH:12][cH:13]1)[N:23]1[CH2:22][CH2:21][CH2:20][CH2:25][CH2:24]1. Product: OCc1ccc(OCCCN2CCCCC2)cc1. Starting materials: ClC1=CC(=NC(=N1)C)OC1=CC=C(C=C1)CS(=O)(=O)NC (1-[4-(6-chloro-2-methyl-pyrimidin-4-yl)oxyphenyl]-N-methyl-methanesulfonamide), CN(C)C=O (DMF), (1,1′-bis(diphenylphosphino)ferrocene)palladium(II) chloride. The reagents and catalysts are [C-]#N.[Zn+2].[C-]#N (zinc cyanide). Solvent: O (water). Reaction conditions: temperature 150 celsius. The product is C(#N)C1=CC(=NC(=N1)C)OC1=CC=C(C=C1)CS(=O)(=O)NC (1-[4-(6-Cyano-2-methyl-pyrimidin-4-yl)oxyphenyl]-N-methyl-methanesulfonamide). Reaction SMILES: Cl[C:2]1[N:7]=[C:6]([CH3:8])[N:5]=[C:4]([O:9][C:10]2[CH:15]=[CH:14][C:13]([CH2:16][S:17]([NH:20][CH3:21])(=[O:19])=[O:18])=[CH:12][CH:11]=2)[CH:3]=1.[CH3:22][N:23](C=O)C>O.[C-]#N.[Zn+2].[C-]#N>[C:22]([C:2]1[N:7]=[C:6]([CH3:8])[N:5]=[C:4]([O:9][C:10]2[CH:15]=[CH:14][C:13]([CH2:16][S:17]([NH:20][CH3:21])(=[O:19])=[O:18])=[CH:12][CH:11]=2)[CH:3]=1)#[N:23] |f:3.4.5|. Procedure: Bubble nitrogen gas through a solution of 1-[4-(6-chloro-2-methyl-pyrimidin-4-yl)oxyphenyl]-N-methyl-methanesulfonamide (26.6, 81.1 mmol) in DMF (266.0 mL) for 15 minutes. Thereafter add zinc cyanide (14.59 g, 121.2 mmol) and (1,1′-bis(diphenylphosphino)ferrocene)palladium(II) chloride (6.76 g, 8.1 mmol). Heat the suspension to 150° C. for 6 hr while maintaining it under a nitrogen atmosphere. Cool the mixture to room temperature. Dilute the mixture with water (600 mL) and extract the mixture wi... Reactants: BrCc1ccccc1, O=C([O-])[O-], CCCC[N+](CCCC)(CCCC)CCCC, CN(C)C=O, [I-], [K+], [K+], O=C(O)C1CCC(CO)CC1. Product: O=C(OCc1ccccc1)C1CCC(CO)CC1. Reaction SMILES: [Br:18][CH2:19][c:20]1[cH:21][cH:22][cH:23][cH:24][cH:25]1.[C:12](=[O:13])([O-:14])[O-:15].[CH2:27]([N+:28]([CH2:29][CH2:30][CH2:31][CH3:32])([CH2:33][CH2:34][CH2:35][CH3:36])[CH2:37][CH2:38][CH2:39][CH3:40])[CH2:41][CH2:42][CH3:43].[CH3:44][N:45]([CH3:46])[CH:47]=[O:48].[I-:26].[K+:16].[K+:17].[OH:1][CH2:2][CH:3]1[CH2:4][CH2:5][CH:6]([C:9](=[O:10])[OH:11])[CH2:7][CH2:8]1>>[OH:1][CH2:2][CH:3]1[CH2:4][CH2:5][CH:6]([C:9](=[O:10])[O:11][CH2:19][c:20]2[cH:21][cH:22][cH:23][cH:24][cH:25]2)[CH2:7][CH2:8]1. Reactants: C(=O)(O)C1(CCC(CC1)=O)C1=CC(=C(C=C1)OC)OC (4-carboxy-4-(3,4-dimethoxyphenyl)cyclohexanone), O1CCCC1 (tetrahydrofuran), [H-].[Al+3].[Li+].[H-].[H-].[H-] (lithium aluminum hydride), ethylene ketal, C(=O)(O)C1(CCC(CC1)=O)C1=CC(=C(C=C1)OC)OC (4-carboxy-4-(3,4-dimethoxyphenyl)cyclohexanone), O1CCCC1 (tetrahydrofuran), [OH-].[Na+] (sodium hydroxide). Solvent: O (water), O (water). Conditions: time 6 hour. The product is OCC1(CCC(CC1)=O)C1=CC(=C(C=C1)OC)OC (4-hydroxymethyl-4-(3,4-dimethoxyphenyl)-cyclohexanone). Isolated yield 62.7%. As a reaction SMILES: [C:1]([C:4]1([C:11]2[CH:16]=[CH:15][C:14]([O:17][CH3:18])=[C:13]([O:19][CH3:20])[CH:12]=2)[CH2:9][CH2:8][C:7](=[O:10])[CH2:6][CH2:5]1)(O)=[O:2].O1CCCC1.[H-].[Al+3].[Li+].[H-].[H-].[H-].[OH-].[Na+]>O>[OH:2][CH2:1][C:4]1([C:11]2[CH:16]=[CH:15][C:14]([O:17][CH3:18])=[C:13]([O:19][CH3:20])[CH:12]=2)[CH2:5][CH2:6][C:7](=[O:10])[CH2:8][CH2:9]1 |f:2.3.4.5.6.7,8.9|. Procedure: A solution of 19 g. (0.059 mole) of 4-carboxy-4-(3,4-dimethoxyphenyl)cyclohexanone, ethylene ketal (prepared in Example 28) in 290 ml. of tetrahydrofuran is added to 5.35 g. (0.141 mole) lithium aluminum hydride in 80 ml. of tetrahydrofuran. Following about 6 hours of heating at reflux the mixture is cooled in ice and treated successively with 5.4 ml. of water, 5.4 ml. of 15% sodium hydroxide solution and 16.2 ml. of water. The resulting inorganic gel is collected on a filter and rinsed with eth...